This data is from the Open Reaction Database (ORD), a public repository of structured organic reaction records. The task is: describe an organic reaction: reactants, conditions, products, and yield The reactants are Cc1cc(C2CC2)cnc1N1CCN(C(=O)c2ccc(Br)nc2)CC1, CC1COC(=O)N1. Yields the product Cc1cc(C2CC2)cnc1N1CCN(C(=O)c2ccc(N3C(=O)OCC3C)nc2)CC1. RXN SMILES: [Br:1][c:2]1[cH:3][cH:4][c:5]([C:8](=[O:9])[N:10]2[CH2:11][CH2:12][N:13]([c:16]3[n:17][cH:18][c:19]([CH:23]4[CH2:24][CH2:25]4)[cH:20][c:21]3[CH3:22])[CH2:14][CH2:15]2)[cH:6][n:7]1.[CH3:26][CH:27]1[NH:28][C:29](=[O:32])[O:30][CH2:31]1>>[c:2]1([N:28]2[CH:27]([CH3:26])[CH2:31][O:30][C:29]2=[O:32])[cH:3][cH:4][c:5]([C:8](=[O:9])[N:10]2[CH2:11][CH2:12][N:13]([c:16]3[n:17][cH:18][c:19]([CH:23]4[CH2:24][CH2:25]4)[cH:20][c:21]3[CH3:22])[CH2:14][CH2:15]2)[cH:6][n:7]1.